The task is: describe an organic reaction: reactants, conditions, products, and yield. This data is from the Open Reaction Database (ORD), a public repository of structured organic reaction records. The reactants are hydrochloride salt, N[C@H]1CC[C@H](CC1)N1C(=NC2=C1C=CC(=C2)Cl)C(C)(C)O (cis-2-[1-(4-amino-cyclohexyl)-5-chloro-1H-benzoimidazol-2-yl]-propan-2-ol), BrC=1C=C2C[C@H](CC2=CC1)C=O ((S)-5-bromo-indan-2-carbaldehyde). Yields the product BrC=1C=C2C[C@H](CC2=CC1)CN[C@H]1CC[C@H](CC1)N1C(=NC2=C1C=CC(=C2)Cl)C(C)(C)O (cis-(S)-2-(1-{4-[(5-Bromo-indan-2-ylmethyl)-amino]-cyclohexyl}-5-chloro-1H-benzoimidazol-2-yl)-propan-2-ol). RXN SMILES: [NH2:1][C@@H:2]1[CH2:7][CH2:6][C@H:5]([N:8]2[C:12]3[CH:13]=[CH:14][C:15]([Cl:17])=[CH:16][C:11]=3[N:10]=[C:9]2[C:18]([OH:21])([CH3:20])[CH3:19])[CH2:4][CH2:3]1.[Br:22][C:23]1[CH:24]=[C:25]2[C:29](=[CH:30][CH:31]=1)[CH2:28][C@H:27]([CH:32]=O)[CH2:26]2>>[Br:22][C:23]1[CH:24]=[C:25]2[C:29](=[CH:30][CH:31]=1)[CH2:28][C@H:27]([CH2:32][NH:1][C@@H:2]1[CH2:3][CH2:4][C@H:5]([N:8]3[C:12]4[CH:13]=[CH:14][C:15]([Cl:17])=[CH:16][C:11]=4[N:10]=[C:9]3[C:18]([OH:21])([CH3:19])[CH3:20])[CH2:6][CH2:7]1)[CH2:26]2. Reported procedure: This compound was prepared from the hydrochloride salt of cis-2-[1-(4-amino-cyclohexyl)-5-chloro-1H-benzoimidazol-2-yl]-propan-2-ol and (S)-5-bromo-indan-2-carbaldehyde. LC-MS showed a single peak, C26H31BrClN3O (m/e) calcd 515.1339, obsd 516.1 (M+H). 1H-NMR (CD3OD) □ 7.96 (d, 1H), 7.59 (s, 1H), 7.36 (s, 1H), 7.26 (d, 1H), 7.18 (d, 1H), 7.12 (d, 1H), 5.38 (m, 1H), 3.16 (m, 2H), 3.03 (br s, 1H), 2.67-2.83 (m, 7H), 2.07 (m, 2H), 1.72 (br s, 10H). The reactants are NC1CCCc2ccccc21, CC(=O)OC=O, O=CO. Product: O=CNC1CCCc2ccccc21. Reaction SMILES: [CH:10]1([NH2:20])[CH2:11][CH2:12][CH2:13][c:14]2[cH:15][cH:16][cH:17][cH:18][c:19]21.[CH:1]([O:2][C:4]([CH3:3])=[O:6])=[O:5].[CH:7]([OH:8])=[O:9]>>[CH:4](=[O:6])[NH:20][CH:10]1[CH2:11][CH2:12][CH2:13][c:14]2[cH:15][cH:16][cH:17][cH:18][c:19]21.